From a dataset of the Open Reaction Database (ORD), a public repository of structured organic reaction records. describe an organic reaction: reactants, conditions, products, and yield Reactants: C(C)(C)(C)OC(=O)N[C@H](CSC(C[N+](=O)[O-])C1=CC=CC=C1)C(=O)OC (methyl N-(tert-butoxycarbonyl)-S-(2-nitro-1-phenylethyl)-D-cysteinate). The reagents and catalysts are [Pd] (palladium on carbon). Solvent: C(C)(=O)O (acetic acid). Yields the product NCC(C1=CC=CC=C1)SC[C@@H](NC(=O)OC(C)(C)C)C(=O)OC (Methyl S-(2-amino-1-phenylethyl)-N-(tert-butoxycarbonyl)-D-cysteinate). The yield is 79.2%. As a reaction SMILES: [C:1]([O:5][C:6]([NH:8][C@@H:9]([C:23]([O:25][CH3:26])=[O:24])[CH2:10][S:11][CH:12]([C:17]1[CH:22]=[CH:21][CH:20]=[CH:19][CH:18]=1)[CH2:13][N+:14]([O-])=O)=[O:7])([CH3:4])([CH3:3])[CH3:2]>[Pd].C(O)(=O)C>[NH2:14][CH2:13][CH:12]([S:11][CH2:10][C@H:9]([C:23]([O:25][CH3:26])=[O:24])[NH:8][C:6]([O:5][C:1]([CH3:3])([CH3:4])[CH3:2])=[O:7])[C:17]1[CH:18]=[CH:19][CH:20]=[CH:21][CH:22]=1. Reported procedure: 10% palladium on carbon (3.04 g) was added to a solution of methyl N-(tert-butoxycarbonyl)-S-(2-nitro-1-phenylethyl)-D-cysteinate (1.00 g, 2.60 mmol) in acetic acid (50 mL). The reaction vessel was evacuated and back-filled with nitrogen (3×), then back-filled with hydrogen (50 psi). After 18 h the mixture was filtered, concentrated, and saturated aqueous sodium carbonate was added. The mixture was extracted with dichloromethane (3×), and the combined organic extracts were dried over magnesium s... Starting materials: CC1CNCC(C)N1, Cc1nc(Cl)ccc1C(=O)Nc1ccc(Cl)c(NC(=O)c2ccc(F)cc2)c1. Yields the product Cc1nc(N2CC(C)NC(C)C2)ccc1C(=O)Nc1ccc(Cl)c(NC(=O)c2ccc(F)cc2)c1. RXN SMILES: [CH3:29][CH:30]1[NH:31][CH:32]([CH3:36])[CH2:33][NH:34][CH2:35]1.[Cl:1][c:2]1[n:3][c:4]([CH3:28])[c:5]([C:6](=[O:7])[NH:8][c:9]2[cH:10][c:11]([NH:16][C:17]([c:18]3[cH:19][cH:20][c:21]([F:24])[cH:22][cH:23]3)=[O:25])[c:12]([Cl:15])[cH:13][cH:14]2)[cH:26][cH:27]1>>[c:2]1([N:34]2[CH2:33][CH:32]([CH3:36])[NH:31][CH:30]([CH3:29])[CH2:35]2)[n:3][c:4]([CH3:28])[c:5]([C:6](=[O:7])[NH:8][c:9]2[cH:10][c:11]([NH:16][C:17]([c:18]3[cH:19][cH:20][c:21]([F:24])[cH:22][cH:23]3)=[O:25])[c:12]([Cl:15])[cH:13][cH:14]2)[cH:26][cH:27]1. Reactants: CC(C)([O-])C.[K+] (potassium t-butoxide), Cl.CON (O-methylhydroxylamine monohydrochloride), C1(=CC=CC=C1)C1=NC=C(C=N1)[N+](=O)[O-] (2-phenyl-5-nitropyrimidine), [Cl-].[NH4+] (ammonium chloride). Reagents/catalysts: [Cl-].[Zn+2].[Cl-] (Zinc chloride). Run in CS(=O)C (dimethyl sulfoxide). Run at time 40 minute. Yields the product C1(=CC=CC=C1)C1=NC=C(C(=N1)N)N (2-phenyl-4,5-diaminopyrimidine). Isolated yield 80.0%. Reaction SMILES: CC(C)([O-])C.[K+].Cl.CON.[C:11]1([C:17]2[N:22]=[CH:21][C:20]([N+:23]([O-])=O)=[CH:19][N:18]=2)[CH:16]=[CH:15][CH:14]=[CH:13][CH:12]=1.[Cl-].[NH4+:27]>CS(C)=O.[Cl-].[Zn+2].[Cl-]>[C:11]1([C:17]2[N:22]=[C:21]([NH2:27])[C:20]([NH2:23])=[CH:19][N:18]=2)[CH:16]=[CH:15][CH:14]=[CH:13][CH:12]=1 |f:0.1,2.3,5.6,8.9.10|. Reported procedure: Zinc chloride (136 mg), potassium t-butoxide (505 mg) and O-methylhydroxylamine monohydrochloride (125 mg) were successively added to a solution of 2-phenyl-5-nitropyrimidine (201 mg, 1.00 mmol), which was prepared according to the method described in the Journal of American Chemical Society, 78, 1434-1437 (1956), in dimethyl sulfoxide (5 mL). The mixture was stirred at room temperature for 40 minutes, and saturated aqueous ammonium chloride was added thereto, then the mixture was extracted with... Reactants: CCCCCCCCCC[Si](C)(C)CCCCl, Cc1ccccc1, CC#N, [I-], [Na+], O. The product is CCCCCCCCCC[Si](C)(C)CCCI. As a reaction SMILES: [CH2:6]([CH2:7][CH2:8][CH2:9][CH2:10][CH2:11][CH2:12][CH2:13][CH2:14][CH3:15])[Si:16]([CH2:17][CH2:18][CH2:19][Cl:20])([CH3:21])[CH3:22].[CH3:24][c:25]1[cH:26][cH:27][cH:28][cH:29][cH:30]1.[CH3:3][C:4]#[N:5].[I-:2].[Na+:1].[OH2:23]>>[I:2][CH2:19][CH2:18][CH2:17][Si:16]([CH2:6][CH2:7][CH2:8][CH2:9][CH2:10][CH2:11][CH2:12][CH2:13][CH2:14][CH3:15])([CH3:21])[CH3:22]. The reactants are [Li]CCCC (nBuLi), Cl (HCl), C(C)OC(C#C)OCC (3,3-Diethoxyprop-1-yne), CON(C(C1=CC=C(C=C1)[N+](=O)[O-])=O)C (N-methoxy-N-methyl-4-nitrobenzamide), CON(C(C1=CC=C(C=C1)[N+](=O)[O-])=O)C (N-methoxy-N-methyl-4-nitrobenzamide). The solvent is hexanes, C1CCOC1 (THF), C1CCOC1 (THF). Run at temperature -70 celsius, time 45 minute. Product: C(C)OC(C#CC(=O)C1=CC=C(C=C1)[N+](=O)[O-])OCC (4,4-Diethoxy-1-(4-nitrophenyl)but-2-yn-1-one). Reaction SMILES: [CH2:1]([O:3][CH:4]([O:7][CH2:8][CH3:9])[C:5]#[CH:6])[CH3:2].[Li]CCCC.CON(C)[C:18](=[O:28])[C:19]1[CH:24]=[CH:23][C:22]([N+:25]([O-:27])=[O:26])=[CH:21][CH:20]=1.Cl>C1COCC1>[CH2:1]([O:3][CH:4]([O:7][CH2:8][CH3:9])[C:5]#[C:6][C:18]([C:19]1[CH:20]=[CH:21][C:22]([N+:25]([O-:27])=[O:26])=[CH:23][CH:24]=1)=[O:28])[CH3:2]. Reported procedure: 3,3-Diethoxyprop-1-yne (8.5 ml, 59 mmol) was dissolved in THF (100 ml). The solution was cooled to −70° C., and nBuLi (19 ml of 2.5 M soln in hexanes, 47.5 mmol) was added over 5 min. The solution was warmed to 0° C. for 15 min, then cooled to −70 ° C. again. A solution of N-methoxy-N-methyl-4-nitrobenzamide (Intermediate 8, 8.04 g, 38.1 mmol) in THF (50 ml) was added dropwise over 15 min. The solution was warmed to 0° C. after 15 min, and held there for 45 min. The reaction mixture was poured i... Starting materials: [N+](=O)([O-])C=1C=C(C=CC1)S(=O)(=O)[O-].[Na+] (sodium m-nitrobenzenesulfonate), O (water), [Br-].C(C1=CC=CC=C1)(=O)OCC[N+]1=CC=CC=C1 (N-(2-benzoyloxyethyl)pyridinium bromide), resultant solution, O (water). The solvent is C(Cl)Cl (methylene chloride). Product: [N+](=O)([O-])C=1C=C(C=CC1)S(=O)(=O)[O-].C(C1=CC=CC=C1)(=O)OCC[N+]1=CC=CC=C1 (N-(2-Benzoyloxyethyl)pyridinium m-Nitrobenzenesulfonate). Reaction SMILES: [N+:1]([C:4]1[CH:5]=[C:6]([S:10]([O-:13])(=[O:12])=[O:11])[CH:7]=[CH:8][CH:9]=1)([O-:3])=[O:2].[Na+].O.[Br-].[C:17]([O:25][CH2:26][CH2:27][N+:28]1[CH:33]=[CH:32][CH:31]=[CH:30][CH:29]=1)(=[O:24])[C:18]1[CH:23]=[CH:22][CH:21]=[CH:20][CH:19]=1>C(Cl)Cl>[N+:1]([C:4]1[CH:5]=[C:6]([S:10]([O-:13])(=[O:11])=[O:12])[CH:7]=[CH:8][CH:9]=1)([O-:3])=[O:2].[C:17]([O:25][CH2:26][CH2:27][N+:28]1[CH:33]=[CH:32][CH:31]=[CH:30][CH:29]=1)(=[O:24])[C:18]1[CH:19]=[CH:20][CH:21]=[CH:22][CH:23]=1 |f:0.1,3.4,6.7|. Procedure: A solution of 11.26 grams (0.05 mol) of sodium m-nitrobenzenesulfonate in 50 milliters of water was added to a solution of 15.41 grams (0.05 mole) of N-(2-benzoyloxyethyl)pyridinium bromide, prepared as described in Example 2, in 50 milliters of water. The resultant solution was treated with methylene chloride resulting in the formation of three layers. The center layer was isolated, treated with ligroine (bp=70°-90° C.) and allowed to stand with spatula scratching of the oil. Crystallization oc... The reactants are C(C)(C)(C)C1=CC=C(C=C1)/C=C/C(=O)NC1=CC(=CC=C1)O ((2E)-3-[4-(tert-butyl)phenyl]-N-(3-hydroxyphenyl)prop-2-enamide), C1CCOC1 (THF), BrCC(=O)OC(C)(C)C (tert-butyl bromoacetate). The solvent is [OH-].[Na+] (NaOH). Product: C(C)(C)(C)C1=CC=C(C=C1)/C=C/C(=O)NC=1C=C(OCC(=O)O)C=CC1 (2-(3-{(2E)-3-[4-(tert-Butyl)phenyl]prop-2-enoylamino}phenoxy)acetic acid). Procedure details: To a round-bottomed flask equipped with magnetic stirring was added (2E)-3-[4-(tert-butyl)phenyl]-N-(3-hydroxyphenyl)prop-2-enamide, Example 23, (120 mg, 0.407 mmol), THF (10 mL), tert-butyl bromoacetate (60 uL, 0.407 mmol, Aldrich) and 5 N NaOH (10 mL). The reaction mixture was stirred at 25° C. overnight. The mixture was extracted with EtOAc (20 mL), the organic extract washed with water (20 mL), dried over Na2SO4, filtered and concentrated in vacuo. The resulting residue was treated with trif... RXN SMILES: [C:1]([C:5]1[CH:10]=[CH:9][C:8](/[CH:11]=[CH:12]/[C:13]([NH:15][C:16]2[CH:21]=[CH:20][CH:19]=[C:18]([OH:22])[CH:17]=2)=[O:14])=[CH:7][CH:6]=1)([CH3:4])([CH3:3])[CH3:2].C1COCC1.Br[CH2:29][C:30]([O:32]C(C)(C)C)=[O:31]>[OH-].[Na+]>[C:1]([C:5]1[CH:6]=[CH:7][C:8](/[CH:11]=[CH:12]/[C:13]([NH:15][C:16]2[CH:17]=[C:18]([CH:19]=[CH:20][CH:21]=2)[O:22][CH2:29][C:30]([OH:32])=[O:31])=[O:14])=[CH:9][CH:10]=1)([CH3:4])([CH3:2])[CH3:3] |f:3.4|.